Dataset: the Open Reaction Database (ORD), a public repository of structured organic reaction records. Task: describe an organic reaction: reactants, conditions, products, and yield Reactants: C(CN)N (ethylenediamine), C(C)(=O)O (acetic acid), ClC(=O)OCC1=CC=CC=C1 (benzyl chloroformate), Cl (hydrochloric acid). The product is C(=O)(O)NCCNCC1=CC=CC=C1 (N-carboxybenzylethylenediamine). As a reaction SMILES: [CH2:1]([NH2:4])[CH2:2][NH2:3].ClC(O[CH2:9][C:10]1[CH:15]=[CH:14][CH:13]=[CH:12][CH:11]=1)=O.Cl.[C:17]([OH:20])(=[O:19])C>>[C:17]([NH:3][CH2:2][CH2:1][NH:4][CH2:9][C:10]1[CH:15]=[CH:14][CH:13]=[CH:12][CH:11]=1)([OH:20])=[O:19]. Procedure details: According to scheme VIII, ethylenediamine is first treated with an excess of benzyl chloroformate followed by mono-hydrolysis using hydrochloric acid in glacial acetic acid giving N-carboxybenzylethylenediamine 25 which is treated with N-acetyl-β-alanine methyl ester 5, giving the protected carbamate [2-[[-(acetylamino)-1-oxopropyl] amino]ethyl]carbamic acid, phenylmethyl ester 26 which is deprotected using palladium on carbon in refluxing ethanol/cyclohexane, giving amine 3-(acetylamino)-N-(2-a...